From a dataset of the Open Reaction Database (ORD), a public repository of structured organic reaction records. describe an organic reaction: reactants, conditions, products, and yield Starting materials: C(C)OC(=O)C1CN(CCC1)C(=O)OCC1=CC=CC=C1 (Piperidine-1,3-dicarboxylic acid 1-benzyl ester 3-ethyl ester), lithium bis(trimethlylsilyl)amide, IC (iodomethane). Run in C1CCOC1 (THF). Run at time 35 minute. The product is C(C1=CC=CC=C1)OC(=O)N1CC(CCC1)(C(=O)O)C (3-Methyl-piperidine-1,3-dicarboxylic acid 1-benzyl ester). RXN SMILES: C([O:3][C:4]([CH:6]1[CH2:11][CH2:10][CH2:9][N:8]([C:12]([O:14][CH2:15][C:16]2[CH:21]=[CH:20][CH:19]=[CH:18][CH:17]=2)=[O:13])[CH2:7]1)=[O:5])C.I[CH3:23]>C1COCC1>[CH2:15]([O:14][C:12]([N:8]1[CH2:9][CH2:10][CH2:11][C:6]([CH3:23])([C:4]([OH:3])=[O:5])[CH2:7]1)=[O:13])[C:16]1[CH:17]=[CH:18][CH:19]=[CH:20][CH:21]=1. Procedure: To a −78° C. solution of the product of Example 45A (6.0 g, 20.6 mmoles) in THF (50 mL) was added a solution of lithium bis(trimethlylsilyl)amide (1.0 M in THF, 22.7 mmoles). After 35 min, iodomethane (1.4 mL, 22.7 mmoles) was added and the reaction was slowly warmed to room temperature and stirred overnight. The reaction was quenched with aqueous sat. ammonium chloride and extracted with Et2O. The organic layer was then rinsed with brine, dried over Na2SO4, filtered, and concentrated in vacuo. ... Reactants: COc1c(F)nc(F)c(F)c1OC(C)(C)C, CCCO, NN, O. Product: COc1c(F)nc(NN)c(F)c1OC(C)(C)C. As a reaction SMILES: [C:1]([CH3:2])([CH3:3])([CH3:4])[O:5][c:6]1[c:7]([F:16])[c:8]([F:15])[n:9][c:10]([F:14])[c:11]1[O:12][CH3:13].[CH2:20]([OH:21])[CH2:22][CH3:23].[NH2:18][NH2:19].[OH2:17]>>[C:1]([CH3:2])([CH3:3])([CH3:4])[O:5][c:6]1[c:7]([F:16])[c:8]([NH:18][NH2:19])[n:9][c:10]([F:14])[c:11]1[O:12][CH3:13]. The reactants are ClC1=C(C=C(C=C1)Cl)N(C(=O)NC)O (1-(2,5-dichlorophenyl)-1-hydroxy-3-methylurea), ClC(=O)OCC (Ethyl chloroformate). Solvent: [OH-].[Na+] (sodium hydroxide). Yields the product ClC1=C(C=C(C=C1)Cl)N(C(=O)NC)OC(=O)OCC (1-(2,5-dichlorophenyl)-1-ethoxycarbonyloxy-3-methylurea). RXN SMILES: [Cl:1][C:2]1[CH:7]=[CH:6][C:5]([Cl:8])=[CH:4][C:3]=1[N:9]([OH:14])[C:10]([NH:12][CH3:13])=[O:11].Cl[C:16]([O:18][CH2:19][CH3:20])=[O:17]>[OH-].[Na+]>[Cl:1][C:2]1[CH:7]=[CH:6][C:5]([Cl:8])=[CH:4][C:3]=1[N:9]([O:14][C:16]([O:18][CH2:19][CH3:20])=[O:17])[C:10]([NH:12][CH3:13])=[O:11] |f:2.3|. Reported procedure: A solution of 1-(2,5-dichlorophenyl)-1-hydroxy-3-methylurea (22 grams; 0.09 mol) in 2 N sodium hydroxide (50 ml) was charged into a glass reaction flask equipped with a mechanical stirrer. Ethyl chloroformate (9.6 ml; 0.1 mol) was added to the flask at a temperature of about 10° to 15°C. After the addition the reaction mixture was stirred for a period of about one-half hour, during which time a precipitate was formed. The precipitate was recovered by filtration and was recrystallized from isopro... Starting materials: CCOC(C)=O, CC(C)(C)OC(=O)N1CCC(S(C)(=O)=O)CC1, CCOC(C)=O, Cl. The product is CS(=O)(=O)C1CCNCC1, Cl. Reaction SMILES: [C:18]([O:19][CH2:20][CH3:21])(=[O:22])[CH3:23].[CH3:1][S:2](=[O:3])(=[O:4])[CH:5]1[CH2:6][CH2:7][N:8]([C:11]([O:12][C:13]([CH3:14])([CH3:15])[CH3:16])=[O:17])[CH2:9][CH2:10]1.[CH3:25][CH2:26][O:27][C:28](=[O:29])[CH3:30].[ClH:24]>>[CH3:1][S:2](=[O:3])(=[O:4])[CH:5]1[CH2:6][CH2:7][NH:8][CH2:9][CH2:10]1.[ClH:24]. Starting materials: O=C1CN(C(=O)c2cc(Br)c(-c3cccc(Cl)c3)o2)CCN1, O=C(O)c1cc(-c2cccc(Cl)c2)c(Br)o1. Product: O=C1CN(C(=O)c2cc(-c3cccc(Cl)c3)c(Br)o2)CCN1. Reaction SMILES: [Br:1][c:2]1[cH:3][c:4]([C:5](=[O:6])[N:16]2[CH2:17][C:18](=[O:22])[NH:19][CH2:20][CH2:21]2)[o:7][c:8]1-[c:9]1[cH:10][cH:11][cH:12][c:13]([Cl:14])[cH:15]1.[Br:23][c:24]1[c:25](-[c:32]2[cH:33][c:34]([Cl:38])[cH:35][cH:36][cH:37]2)[cH:26][c:27]([C:29](=[O:30])[OH:31])[o:28]1>>[N:16]1([C:29]([c:27]2[cH:26][c:25](-[c:32]3[cH:33][c:34]([Cl:38])[cH:35][cH:36][cH:37]3)[c:24]([Br:23])[o:28]2)=[O:31])[CH2:17][C:18](=[O:22])[NH:19][CH2:20][CH2:21]1. Reactants: [H-], CC(C)(C)OC(=O)N1CC(I)C1, O=[N+]([O-])c1ccc(O)cn1, [Na+], CN(C)C=O. Reaction SMILES: [H-:23].[I:11][CH:12]1[CH2:13][N:14]([C:16](=[O:17])[O:18][C:19]([CH3:20])([CH3:21])[CH3:22])[CH2:15]1.[N+:1](=[O:2])([O-:3])[c:4]1[n:5][cH:6][c:7]([OH:10])[cH:8][cH:9]1.[Na+:24].[O:25]=[CH:26][N:27]([CH3:28])[CH3:29]>>[N+:1](=[O:2])([O-:3])[c:4]1[n:5][cH:6][c:7]([O:10][CH:12]2[CH2:13][N:14]([C:16](=[O:17])[O:18][C:19]([CH3:20])([CH3:21])[CH3:22])[CH2:15]2)[cH:8][cH:9]1. The product is CC(C)(C)OC(=O)N1CC(Oc2ccc([N+](=O)[O-])nc2)C1. Starting materials: Cl.O=C1CNC(N1)CCC(=O)OCC(C)C (isobutyl 5-oxo-2-imidazolidinepropanoate hydrochloride), C(O)([O-])=O.[Na+] (sodium hydrogen carbonate). Solvent: O (water). Conditions: temperature 100 celsius. The product is O=C1NC2N(C1)C(CC2)=O (2.5-Dioxohexahydro-1H-pyrrolo[1,2-a]imidazole). The yield is 37.2%. RXN SMILES: Cl.[O:2]=[C:3]1[NH:7][CH:6]([CH2:8][CH2:9][C:10]([O:12]CC(C)C)=O)[NH:5][CH2:4]1.C(=O)([O-])O.[Na+]>O>[O:2]=[C:3]1[CH2:4][N:5]2[C:10](=[O:12])[CH2:9][CH2:8][CH:6]2[NH:7]1 |f:0.1,2.3|. Procedure details: A solution of isobutyl 5-oxo-2-imidazolidinepropanoate hydrochloride (1.4 g, 5.76 mmol) in water (100 ml) was treated with sodium hydrogen carbonate (0.54 g, 6.4 mmol) and heated at 100° C. for 20 hours. The solution was evaporated and the residue was chromatographed over silica gel (ethyl acetate-acetonemethanol 6:3:1) to afford 300 mg (37%) of the title compound, m p. 155°-157° C.